From a dataset of the Open Reaction Database (ORD), a public repository of structured organic reaction records. describe an organic reaction: reactants, conditions, products, and yield The reactants are C[Si]([N-][Si](C)(C)C)(C)C.[Li+] (lithium hexamethyldisilazide), O1CCC(CC1)C#N (tetrahydropyran-4-carbonitrile), CI (methyl iodide). Run in C1CCOC1 (THF). Reaction conditions: time 12 hour. The product is CC1(CCOCC1)CN (C-(4-Methyltetrahydropyran-4-yl)methylamine). Reaction SMILES: [O:1]1[CH2:6][CH2:5][CH:4]([C:7]#[N:8])[CH2:3][CH2:2]1.[CH3:9][Si](C)(C)[N-][Si](C)(C)C.[Li+].CI>C1COCC1>[CH3:9][C:4]1([CH2:7][NH2:8])[CH2:5][CH2:6][O:1][CH2:2][CH2:3]1 |f:1.2|. Procedure: A mixture of tetrahydropyran-4-carbonitrile (5.00 g) and THF (50 ml) was admixed at 0° C. with lithium hexamethyldisilazide (1 M, 63 ml) and, after 90 minutes, methyl iodide (4.26 ml) was added dropwise with good cooling. After 12 hours, the reaction mixture was partitioned between water and ethyl acetate. The organic phase was dried over sodium sulfate and concentrated. The residue was dissolved in THF (200 ml), and lithium aluminum hydride (3.79 g) was added. The mixture was boiled at reflux f... The reactants are Cl.Cl.Cl.CNC(=O)C1=CC=CC=2SC(=CC21)C2=NC(=NC=C2C)NCCCN2CCN(CC2)C (2-{5-methyl-2-[3-(4-methylpiperazin-1-yl)-propylamino]-pyrimidin-4-yl}-benzo[b]thiophene-4-carboxylic acid methylamide tri-hydrochloride), C1(CC1)NC(=O)C1=CC=CC=2SC(=CC21)C2=NC(=NC=C2C)Cl (2-(2-chloro-5-methylpyrimidin-4-yl)-benzo[b]thiophene-4-carboxylic acid cyclopropylamide), CN1CCN(CC1)CCN (2-(4-methylpiperazin-1-yl)-ethylamine). Product: Cl.Cl.Cl.C1(CC1)NC(=O)C1=CC=CC=2SC(=CC21)C2=NC(=NC=C2C)NCCN2CCN(CC2)C (2-{5-Methyl-2-[2-(4-methylpiperazin-1-yl)-ethylamino]-pyrimidin-4-yl}-benzo[b]thiophene-4-carboxylic acid cyclopropylamide tri-hydrochloride). As a reaction SMILES: [ClH:1].Cl.Cl.CNC(C1C2C=C(C3C(C)=CN=C(NCCCN4CCN(C)CC4)N=3)SC=2C=CC=1)=O.[CH:35]1([NH:38][C:39]([C:41]2[C:49]3[CH:48]=[C:47]([C:50]4[C:55]([CH3:56])=[CH:54][N:53]=[C:52]([Cl:57])[N:51]=4)[S:46][C:45]=3[CH:44]=[CH:43][CH:42]=2)=[O:40])[CH2:37][CH2:36]1.[CH3:58][N:59]1[CH2:64][CH2:63][N:62]([CH2:65][CH2:66][NH2:67])[CH2:61][CH2:60]1>>[ClH:57].[ClH:1].[ClH:57].[CH:35]1([NH:38][C:39]([C:41]2[C:49]3[CH:48]=[C:47]([C:50]4[C:55]([CH3:56])=[CH:54][N:53]=[C:52]([NH:67][CH2:66][CH2:65][N:62]5[CH2:63][CH2:64][N:59]([CH3:58])[CH2:60][CH2:61]5)[N:51]=4)[S:46][C:45]=3[CH:44]=[CH:43][CH:42]=2)=[O:40])[CH2:37][CH2:36]1 |f:0.1.2.3,6.7.8.9|. Procedure details: Using the method of 2-{5-methyl-2-[3-(4-methylpiperazin-1-yl)-propylamino]-pyrimidin-4-yl}-benzo[b]thiophene-4-carboxylic acid methylamide tri-hydrochloride, the title compound is synthesized from [2-(2-chloro-5-methylpyrimidin-4-yl)-benzo[b]thiophene-4-carboxylic acid cyclopropylamide and 2-(4-methylpiperazin-1-yl)-ethylamine and isolated as a yellow solid. ES+(m/z) 451 [M(free base)+H]. Reactants: CC=1C=NC=CC1CN (3-methyl-4-pyridylmethylamine), CC(C(C(C)=O)=NO)=O (2,3,4-pentanetrione 3-oxime). Run in C(C)#N (acetonitrile). Reaction conditions: temperature -10 celsius, time 5 hour. Yields the product CC1=C(N=C(N1)C1=C(C=NC=C1)C)C(C)=O (1-[5-Methyl-2-(3-methyl-4-pyridinyl)-1H-imidazol-4-yl]ethanone). Yield: 41.0%. As a reaction SMILES: [CH3:1][C:2]1[CH:3]=[N:4][CH:5]=[CH:6][C:7]=1[CH2:8][NH2:9].[CH3:10][C:11](=[O:18])[C:12](=[N:16]O)[C:13](=O)[CH3:14]>C(#N)C>[CH3:14][C:13]1[NH:9][C:8]([C:7]2[CH:6]=[CH:5][N:4]=[CH:3][C:2]=2[CH3:1])=[N:16][C:12]=1[C:11](=[O:18])[CH3:10]. Reported procedure: A mixture consisting of 7.1 g (0.058 mole) of 3-methyl-4-pyridylmethylamine, 6.25 g (0.051 mole) of 2,3,4-pentanetrione 3-oxime, and 125 ml of acetonitrile was stirred at the reflux temperature for five hours. After cooling at -10° C., a precipitate formed. This was collected, washed with a little cold acetonitrile, and dried. Recrystallization from a mixture of chloroform and hexane gave 4.5 g of the desired product, mp 185°-187° C. The reactants are [I-].C(C)(C)[P+](C1=CC=CC=C1)(C1=CC=CC=C1)C1=CC=CC=C1 (Isopropyltriphenylphosphonium iodide), CC=1C=C(C=CC(=O)OCC)C=CC1 (ethyl 3-methylcinnamate). Yields the product CC1([C@H]([C@@H]1C=1C=C(C=CC1)C)C(=O)OCC)C (Ethyl trans-2,2-dimethyl-3-m-tolyl-cyclopropanecarboxylate). Yield: 75.3%. As a reaction SMILES: [I-].[CH:2]([P+](C1C=CC=CC=1)(C1C=CC=CC=1)C1C=CC=CC=1)([CH3:4])[CH3:3].[CH3:24][C:25]1[CH:26]=[C:27]([CH:35]=[CH:36][CH:37]=1)[CH:28]=[CH:29][C:30]([O:32][CH2:33][CH3:34])=[O:31]>>[CH3:3][C:2]1([CH3:4])[C@@H:28]([C:27]2[CH:26]=[C:25]([CH3:24])[CH:37]=[CH:36][CH:35]=2)[C@@H:29]1[C:30]([O:32][CH2:33][CH3:34])=[O:31] |f:0.1|. Procedure details: Isopropyltriphenylphosphonium iodide (17.3 g, 40 mmol) and ethyl 3-methylcinnamate (7.6 g, 40 mmol) were reacted as described under General Procedure B to furnish the title compound (7.0 g, 75%) as a colorless oil. 1H NMR (300 MHz, CDCl3) δ 7.17 (t, J=7.4 Hz, 1H), 7.03-6.95 (m, 3H), 4.18 (q, J=7.2 Hz, 2H), 2.66 (d, J=5.8 Hz, 1H), 2.33 (s, 3H), 1.93 (d, J=5.8 Hz, 1H), 1.38 (s, 3H), 1.30 (t, J=7.2 Hz, 3H), 0.93 (s, 3H). The reactants are ClC1=C(C=NC2=CC=CC=C12)[N+](=O)[O-] (4-chloro-3-nitroquinoline), COC1=CC=C(C=C1)CCN (2-(4-methoxyphenyl)ethylamine). The product is COC1=CC=C(C=C1)CCNC1=C(C=NC2=CC=CC=C12)[N+](=O)[O-] (4-[2-(4-methoxyphenyl)ethylamino]-3-nitroquinoline). Reaction SMILES: Cl[C:2]1[C:11]2[C:6](=[CH:7][CH:8]=[CH:9][CH:10]=2)[N:5]=[CH:4][C:3]=1[N+:12]([O-:14])=[O:13].[CH3:15][O:16][C:17]1[CH:22]=[CH:21][C:20]([CH2:23][CH2:24][NH2:25])=[CH:19][CH:18]=1>>[CH3:15][O:16][C:17]1[CH:22]=[CH:21][C:20]([CH2:23][CH2:24][NH:25][C:2]2[C:11]3[C:6](=[CH:7][CH:8]=[CH:9][CH:10]=3)[N:5]=[CH:4][C:3]=2[N+:12]([O-:14])=[O:13])=[CH:19][CH:18]=1. Reported procedure: Using the method of Example 1, 4-chloro-3-nitroquinoline was reacted with 2-(4-methoxyphenyl)ethylamine to provide 4-[2-(4-methoxyphenyl)ethylamino]-3-nitroquinoline. Starting materials: S(=O)(Cl)Cl (Thionyl chloride), IC=1C=C(C(=O)N)C=C(C1)I (3,5-diiodobenzamide). Yields the product IC=1C=C(C#N)C=C(C1)I (3,5-diiodobenzonitrile). Isolated yield 60.0%. Reaction SMILES: S(Cl)(Cl)=O.[I:5][C:6]1[CH:7]=[C:8]([CH:12]=[C:13]([I:15])[CH:14]=1)[C:9]([NH2:11])=O>>[I:5][C:6]1[CH:7]=[C:8]([CH:12]=[C:13]([I:15])[CH:14]=1)[C:9]#[N:11]. Reported procedure: To a stirred solution of 3,5-diiodbenzoic acid (1.7 g, 4.5 mmol) in dichloromethane (DCM; 10 mL) was added oxalyl chloride (2.9 g, 23 mmol). After 5 hours, the volatile contents were removed under reduced pressure. The resulting residue was poured with caution into cold ammonium hydroxide (50 mL, 28%) and stirred for 2 h. The amide product was removed by filtration and the collected residue was dissolved in DCM and washed with 1 M HCl, 1 M NaOH, water and brine. The organic layer was dried with ... The reactants are C(C)(=O)OC(C)CCCO (5-Hydroxypent-2-yl acetate), C1(=CC=CC=C1)P(C1=CC=CC=C1)C1=CC=CC=C1 (triphenylphosphine), N(=NC(=O)[O-])C(=O)OCC (ethyl azodicarboxylate), FC(C(C(F)(F)F)(OCOC)C1=CC(=C(C=C1)O)CCC)(F)F (4-[1,1,1,3,3,3-hexafluoro-2-(methoxymethyl)oxypropan-2-yl]-2-propylphenol). Run in O1CCCC1 (tetrahydrofuran). Product: C(C)(=O)OC(C)CCCOC1=C(C=C(C=C1)C(C(F)(F)F)(C(F)(F)F)OCOC)CCC (5-[4-[1,1,1,3,3,3-hexafluoro-2-(methoxymethyl)oxypropan-2-yl]-2-propylphenyloxy]pent-2-yl acetate). Yield: 84.7%. Reaction SMILES: [C:1]([O:4][CH:5]([CH2:7][CH2:8][CH2:9][OH:10])[CH3:6])(=[O:3])[CH3:2].C1(P(C2C=CC=CC=2)C2C=CC=CC=2)C=CC=CC=1.N(C(OCC)=O)=NC([O-])=O.[F:40][C:41]([F:62])([F:61])[C:42]([C:51]1[CH:56]=[CH:55][C:54](O)=[C:53]([CH2:58][CH2:59][CH3:60])[CH:52]=1)([O:47][CH2:48][O:49][CH3:50])[C:43]([F:46])([F:45])[F:44]>O1CCCC1>[C:1]([O:4][CH:5]([CH2:7][CH2:8][CH2:9][O:10][C:54]1[CH:55]=[CH:56][C:51]([C:42]([O:47][CH2:48][O:49][CH3:50])([C:43]([F:46])([F:45])[F:44])[C:41]([F:40])([F:61])[F:62])=[CH:52][C:53]=1[CH2:58][CH2:59][CH3:60])[CH3:6])(=[O:3])[CH3:2]. Procedure details: 5-Hydroxypent-2-yl acetate (58.5 mg), triphenylphosphine (131 mg) and ethyl azodicarboxylate (2.2 mol/L, 200 μL) were added to a mixed solution of 4-[1,1,1,3,3,3-hexafluoro-2-(methoxymethyl)oxypropan-2-yl]-2-propylphenol (69.3 mg, 200 μmol) in tetrahydrofuran (2 mL) at room temperature. After completion of the reaction, the solvent was evaporated, and the residue was purified by silica gel preparative thin-layer chromatography (hexane:ethyl acetate=5:1) to obtain 80.4 mg of the title compound (y... The reactants are CO, [Na+], C1CCOC1, [OH-], COC(=O)C(C)NC(=O)NCCCCC1CCSS1. Product: CC(NC(=O)NCCCCC1CCSS1)C(=O)O. As a reaction SMILES: [CH3:20][OH:21].[Na+:23].[O:24]1[CH2:25][CH2:26][CH2:27][CH2:28]1.[OH-:22].[S:1]1[S:2][CH:3]([CH2:6][CH2:7][CH2:8][CH2:9][NH:10][C:11]([NH:12][CH:13]([C:14](=[O:15])[O:16][CH3:17])[CH3:18])=[O:19])[CH2:4][CH2:5]1>>[S:1]1[S:2][CH:3]([CH2:6][CH2:7][CH2:8][CH2:9][NH:10][C:11]([NH:12][CH:13]([C:14](=[O:15])[OH:16])[CH3:18])=[O:19])[CH2:4][CH2:5]1.